This data is from the Open Reaction Database (ORD), a public repository of structured organic reaction records. The task is: describe an organic reaction: reactants, conditions, products, and yield The reactants are C(C)OC(=O)C1C2CN(CC12)C(=O)OC(C)(C)C (tert-butyl 6-ethoxycarbonyl-3-azabicyclo[3.1.0]hexane-3-carboxylate), C(C)(=O)OCC (ethyl acetate), [OH-].[Na+] (NaOH), CCCCCC (hexane). Run in C(C)O (ethanol). Run at time 3 hour. The product is C(C)(C)(C)OC(=O)N1CC2C(C2C1)C(=O)O (3-(tert-Butoxycarbonyl)-3-azabicyclo[3.1.0]hexane-6-carboxylic acid). Isolated yield 96.5%. As a reaction SMILES: C([O:3][C:4]([CH:6]1[CH:11]2[CH:7]1[CH2:8][N:9]([C:12]([O:14][C:15]([CH3:18])([CH3:17])[CH3:16])=[O:13])[CH2:10]2)=[O:5])C.[OH-].[Na+].CCCCCC.C(OCC)(=O)C>C(O)C>[C:15]([O:14][C:12]([N:9]1[CH2:8][CH:7]2[CH:11]([CH:6]2[C:4]([OH:5])=[O:3])[CH2:10]1)=[O:13])([CH3:18])([CH3:16])[CH3:17] |f:1.2|. Procedure details: The tert-butyl 6-ethoxycarbonyl-3-azabicyclo[3.1.0]hexane-3-carboxylate exo-isomer (613 mg, 2.40 mmol) prepared in Example 2 was dissolved in 6 mL of ethanol and 2N NaOH (2.40 mL, 4.80 mmol) was added dropwsie at 0° C. After stirring at room temperature for 3 hours, the completion of the reaction was confirmed by TLC (hexane:ethyl acetate=6:1). After the reaction was completed, the reaction mixture was concentrated under reduced pressure and then extracted by adding methylene chloride and water.... Starting materials: CN1CCNCC1, CC#N, CCOc1cc(C(CS(C)(=O)=O)N2Cc3c(Cl)ccc(NC(=O)CCl)c3C2=O)ccc1OC. Yields the product CCOc1cc(C(CS(C)(=O)=O)N2Cc3c(Cl)ccc(NC(=O)CN4CCN(C)CC4)c3C2=O)ccc1OC. As a reaction SMILES: [CH3:34][N:35]1[CH2:36][CH2:37][NH:38][CH2:39][CH2:40]1.[CH3:41][C:42]#[N:43].[Cl:1][CH2:2][C:3](=[O:4])[NH:5][c:6]1[c:7]2[c:11]([c:12]([Cl:15])[cH:13][cH:14]1)[CH2:10][N:9]([CH:16]([CH2:17][S:18](=[O:19])(=[O:20])[CH3:21])[c:22]1[cH:23][c:24]([O:30][CH2:31][CH3:32])[c:25]([O:28][CH3:29])[cH:26][cH:27]1)[C:8]2=[O:33]>>[CH2:2]([C:3](=[O:4])[NH:5][c:6]1[c:7]2[c:11]([c:12]([Cl:15])[cH:13][cH:14]1)[CH2:10][N:9]([CH:16]([CH2:17][S:18](=[O:19])(=[O:20])[CH3:21])[c:22]1[cH:23][c:24]([O:30][CH2:31][CH3:32])[c:25]([O:28][CH3:29])[cH:26][cH:27]1)[C:8]2=[O:33])[N:38]1[CH2:37][CH2:36][N:35]([CH3:34])[CH2:40][CH2:39]1. Starting materials: [BH4-], CC(C)(C)O, C=CC1(OCc2ccccc2)C(COCc2ccccc2)OC(n2cc(C)c(=O)[nH]c2=O)C1O, C1CCOC1, [O-][I+3]([O-])([O-])[O-], [Na+], [Na+], O, O=[Os](=O)(=O)=O. The product is Cc1cn(C2OC(COCc3ccccc3)C(CO)(OCc3ccccc3)C2O)c(=O)[nH]c1=O. RXN SMILES: [BH4-:46].[C:41]([OH:42])([CH3:43])([CH3:44])[CH3:45].[CH2:1]([c:2]1[cH:3][cH:4][cH:5][cH:6][cH:7]1)[O:8][C:9]1([CH:33]=[CH2:34])[CH:10]([OH:32])[CH:11]([n:23]2[c:24](=[O:25])[nH:26][c:27](=[O:28])[c:29]([CH3:30])[cH:31]2)[O:12][CH:13]1[CH2:14][O:15][CH2:16][c:17]1[cH:18][cH:19][cH:20][cH:21][cH:22]1.[CH2:48]1[O:49][CH2:50][CH2:51][CH2:52]1.[I+3:35]([O-:36])([O-:37])([O-:38])[O-:39].[Na+:40].[Na+:47].[OH2:53].[Os:54](=[O:55])(=[O:56])(=[O:57])=[O:58]>>[CH2:1]([c:2]1[cH:3][cH:4][cH:5][cH:6][cH:7]1)[O:8][C:9]1([CH2:33][OH:36])[CH:10]([OH:32])[CH:11]([n:23]2[c:24](=[O:25])[nH:26][c:27](=[O:28])[c:29]([CH3:30])[cH:31]2)[O:12][CH:13]1[CH2:14][O:15][CH2:16][c:17]1[cH:18][cH:19][cH:20][cH:21][cH:22]1. Reactants: C(C)(C)(C)OC(NC1(COC(OC1)(C)C)C#C)=O (tert-butyl-5-ethynyl-2,2-dimethyl-1,3-dioxan-5-yl-carbamate), IC=1C=C2CN(CC2=CC1)C(C1=CC=CC=C1)(C1=CC=CC=C1)C1=CC=CC=C1 (5-iodo-2-tritylisoindoline), C#CCCCCCC (1-octyne), IC1=CC=C(C=C1)I (1,4 diiodobenzene). Product: IC1=CC=C(C=C1)C#CC1(COC(OC1)(C)C)NC(OC(C)(C)C)=O (tert-Butyl 5-((4-iodophenyl)ethynyl)-2,2-dimethyl-1,3-dioxan-5-ylcarbamate). Yield: 34.0%. As a reaction SMILES: [C:1]([O:5][C:6](=[O:18])[NH:7][C:8]1([C:16]#[CH:17])[CH2:13][O:12][C:11]([CH3:15])([CH3:14])[O:10][CH2:9]1)([CH3:4])([CH3:3])[CH3:2].C#CCCCCCC.[I:27][C:28]1[CH:33]=[CH:32][C:31](I)=[CH:30][CH:29]=1.IC1C=C2C(=CC=1)CN(C(C1C=CC=CC=1)(C1C=CC=CC=1)C1C=CC=CC=1)C2>>[I:27][C:28]1[CH:33]=[CH:32][C:31]([C:17]#[C:16][C:8]2([NH:7][C:6](=[O:18])[O:5][C:1]([CH3:4])([CH3:3])[CH3:2])[CH2:13][O:12][C:11]([CH3:15])([CH3:14])[O:10][CH2:9]2)=[CH:30][CH:29]=1. Procedure: When tert-butyl-5-ethynyl-2,2-dimethyl-1,3-dioxan-5-yl-carbamate was substituted for 1-octyne and 1,4 diiodobenzene was substituted for 5-iodo-2-tritylisoindoline in Example 2, Step D, the similar process afforded the title compound in 34% yield, as the pale solid. 1H-NMR (CDCl3) 1.43 (s, 3H); 1.46 (s, 9H); 1.48 (s, 3H); 2.40 (s, 1H); 3.99 (d, 2H, J=11.34 Hz); 4.00 (d, 2H, J=11.37 Hz); 5.18 (broad s, 1H); 7.12 (d, 2H, J=8.28 Hz); 7.61 (d, 2H, J=8.28 Hz). The reactants are CC(C)CCC[C@@H](C)[C@H]1CC[C@H]2[C@@H]3CC=C4C[C@@H](O)CC[C@]4(C)[C@H]3CC[C@]12C (cholesterol), C(C)OCOCC (formaldehyde diethylacetal), O=P12OP3(=O)OP(=O)(O1)OP(=O)(O2)O3 (phosphorus pentoxide). Product: C(C)OCO[C@@H]1CC2=CC[C@H]3[C@@H]4CC[C@H]([C@@H](CCCC(C)C)C)[C@]4(CC[C@@H]3[C@]2(CC1)C)C (3β-ethoxymethoxy-5-cholestene). RXN SMILES: [CH3:1][CH:2]([CH2:4][CH2:5][CH2:6][C@H:7]([C@@H:9]1[C@:27]2([CH3:28])[C@H:12]([C@H:13]3[C@H:24]([CH2:25][CH2:26]2)[C@:22]2([CH3:23])[C:16]([CH2:17][C@H:18]([CH2:20][CH2:21]2)[OH:19])=[CH:15][CH2:14]3)[CH2:11][CH2:10]1)[CH3:8])[CH3:3].[CH2:29]([O:31][CH2:32]OCC)[CH3:30].O=P12OP3(OP(OP(O3)(O1)=O)(=O)O2)=O>>[CH2:29]([O:31][CH2:32][O:19][C@H:18]1[CH2:20][CH2:21][C@@:22]2([CH3:23])[C:16](=[CH:15][CH2:14][C@@H:13]3[C@@H:24]2[CH2:25][CH2:26][C@@:27]2([CH3:28])[C@H:12]3[CH2:11][CH2:10][C@@H:9]2[C@H:7]([CH3:8])[CH2:6][CH2:5][CH2:4][CH:2]([CH3:1])[CH3:3])[CH2:17]1)[CH3:30]. Procedure: 20 g. of cholesterol is dissolved in 300 ml. of formaldehyde diethylacetal, combined under agitation at room temperature with 30 g. of kieselguhr and in incremental portions with 15 g. of phosphorus pentoxide, and agitated for 4 hours at room temperature. The product is filtered off from the insoluble matter, washed with formaldehyde diethylacetal, and the solvent is distilled off under vacuum. The residue is crystallized at 0° C. After adding sodium bicarbonate solution, the crude product is va... Starting materials: ClC1=CC=C2C(=CNC2=C1)C(=O)N1CCC2(CC1)OC(C1=C2C=CC=C1)=O (1′-[(6-chloro-1H-indol-3-yl)carbonyl]-3H-spiro[2-benzofuran-1,4′-piperidin]-3-one), BrCC=1C=NC=CC1 (3-bromomethyl-pyridine). The product is ClC1=CC=C2C(=CN(C2=C1)CC=1C=NC=CC1)C(=O)N1CCC2(CC1)OC(C1=C2C=CC=C1)=O (1′-{[6-Chloro-1-(pyridin-3-ylmethyl)-1H-indol-3-yl]carbonyl}-3H-spiro[2-benzofuran-1,4′-piperidin]-3-one). Reaction SMILES: [Cl:1][C:2]1[CH:10]=[C:9]2[C:5]([C:6]([C:11]([N:13]3[CH2:18][CH2:17][C:16]4([C:22]5[CH:23]=[CH:24][CH:25]=[CH:26][C:21]=5[C:20](=[O:27])[O:19]4)[CH2:15][CH2:14]3)=[O:12])=[CH:7][NH:8]2)=[CH:4][CH:3]=1.Br[CH2:29][C:30]1[CH:31]=[N:32][CH:33]=[CH:34][CH:35]=1>>[Cl:1][C:2]1[CH:10]=[C:9]2[C:5]([C:6]([C:11]([N:13]3[CH2:18][CH2:17][C:16]4([C:22]5[CH:23]=[CH:24][CH:25]=[CH:26][C:21]=5[C:20](=[O:27])[O:19]4)[CH2:15][CH2:14]3)=[O:12])=[CH:7][N:8]2[CH2:29][C:30]2[CH:31]=[N:32][CH:33]=[CH:34][CH:35]=2)=[CH:4][CH:3]=1. Procedure details: Following the general procedure III as described above, the alkylation of 1′-[(6-chloro-1H-indol-3-yl)carbonyl]-3H-spiro[2-benzofuran-1,4′-piperidin]-3-one (prepared according to example 16) with commercially available 3-bromomethyl-pyridine gave the title compound. Starting materials: CO, Cl, NC1CCCCC1c1ccccc1. Product: O=C=NC1CCCCC1c1ccccc1. Reaction SMILES: [CH3:15][OH:16].[ClH:14].[c:1]1([CH:7]2[CH:8]([NH2:13])[CH2:9][CH2:10][CH2:11][CH2:12]2)[cH:2][cH:3][cH:4][cH:5][cH:6]1>>[c:1]1([CH:7]2[CH:8]([N:13]=[C:15]=[O:16])[CH2:9][CH2:10][CH2:11][CH2:12]2)[cH:2][cH:3][cH:4][cH:5][cH:6]1.